This data is from the Open Reaction Database (ORD), a public repository of structured organic reaction records. The task is: describe an organic reaction: reactants, conditions, products, and yield The reactants are C1(=CC=CC=C1)C1=CC(=CC=C1)C1=CC=CC=C1 (m-terphenyl), O.O.I (hydroiodic acid dihydrate), II (iodine), S(O)(O)(=O)=O (sulfuric acid). The solvent is CO (methanol), C(C)(=O)O (acetic acid). Run at time 1 hour. Product: C1(=CC=CC=C1)C=1C=C(C=C(C1)C1=CC=CC=C1)I (5-phenyl-3-iodobiphenyl). Yield: 58.9%. Reaction SMILES: [C:1]1([C:7]2[CH:12]=[CH:11][CH:10]=[C:9]([C:13]3[CH:18]=[CH:17][CH:16]=[CH:15][CH:14]=3)[CH:8]=2)[CH:6]=[CH:5][CH:4]=[CH:3][CH:2]=1.O.O.[IH:21].II.S(=O)(=O)(O)O>CO.C(O)(=O)C>[C:1]1([C:7]2[CH:12]=[C:11]([I:21])[CH:10]=[C:9]([C:13]3[CH:14]=[CH:15][CH:16]=[CH:17][CH:18]=3)[CH:8]=2)[CH:2]=[CH:3][CH:4]=[CH:5][CH:6]=1 |f:1.2.3|. Procedure: A three neck flask was charged with 250 g of m-terphenyl (manufactured by Aldrich Co., Ltd.), 50 g of hydroiodic acid dihydrate, 75 g of iodine, 750 mL of acetic acid and 25 mL of cone, sulfuric acid, and they were reacted at 70° C. for 3 hours. After reaction, the solution was poured into 5 L of methanol and then stirred for one hour. This was separated by filtration, and crystal obtained was refined by means of column chromatography and recrystallized from acetonitrile to obtain 64 g of 5-phen... Starting materials: C(#N)C1=CC(=C(C=C1)C1C(=C(NC2=CC(=NC(=C12)OCC)C)C)C(=O)OCCC#N)OC (2-Cyanoethyl 4-(4-cyano-2-methoxyphenyl)-5-ethoxy-2,7-dimethyl-1,4-dihydro-1,6-naphthyridine-3-carboxylate), C(C)OCC (diethyl ether), O (water), [OH-].[Na+] (sodium hydroxide). Solvent: COCCOC.O (1,2-dimethoxyethane water). Run at time 8 hour. Yields the product C(#N)C1=CC(=C(C=C1)C1C(=C(NC2=CC(=NC(=C12)OCC)C)C)C(=O)O)OC (4-(4-Cyano-2-methoxyphenyl)-5-ethoxy-2,7-dimethyl-1,4-dihydro-1,6-naphthyridine-3-carboxylic acid). As a reaction SMILES: [C:1]([C:3]1[CH:8]=[CH:7][C:6]([CH:9]2[C:18]3[C:13](=[CH:14][C:15]([CH3:22])=[N:16][C:17]=3[O:19][CH2:20][CH3:21])[NH:12][C:11]([CH3:23])=[C:10]2[C:24]([O:26]CCC#N)=[O:25])=[C:5]([O:31][CH3:32])[CH:4]=1)#[N:2].[OH-].[Na+].C(OCC)C.O>COCCOC.O>[C:1]([C:3]1[CH:8]=[CH:7][C:6]([CH:9]2[C:18]3[C:13](=[CH:14][C:15]([CH3:22])=[N:16][C:17]=3[O:19][CH2:20][CH3:21])[NH:12][C:11]([CH3:23])=[C:10]2[C:24]([OH:26])=[O:25])=[C:5]([O:31][CH3:32])[CH:4]=1)#[N:2] |f:1.2,5.6|. Reported procedure: 642 mg (2.52 mmol) of the compound from Example 26A are dissolved in 40 ml of 1,2-dimethoxyethane/water (3:1 v/v), mixed with 5.04 ml (5.04 mmol) of 1 N sodium hydroxide solution and stirred at room temperature overnight. The mixture is then mixed with 30 ml of diethyl ether and 30 ml of water, the organic phase is separated off, and the aqueous phase is adjusted to pH 4-5 with 1 N hydrochloric acid. The resulting suspension is stirred for 1 h, and the precipitated solid is then removed by filtr... Reactants: O=C([O-])[O-], CCOC(=O)Cl, CC(C)=O, NCCOc1ccc(Oc2ccc(Cl)cc2)cc1, Cl, [K+], [K+]. Yields the product CCOC(=O)NCCOc1ccc(Oc2ccc(Cl)cc2)cc1. As a reaction SMILES: [C:1](=[O:2])([O-:3])[O-:4].[CH2:26]([CH3:27])[O:28][C:29](=[O:30])[Cl:31].[CH3:32][C:33](=[O:34])[CH3:35].[Cl:8][c:9]1[cH:10][cH:11][c:12]([O:13][c:14]2[cH:15][cH:16][c:17]([O:18][CH2:19][CH2:20][NH2:21])[cH:22][cH:23]2)[cH:24][cH:25]1.[ClH:7].[K+:5].[K+:6]>>[Cl:8][c:9]1[cH:10][cH:11][c:12]([O:13][c:14]2[cH:15][cH:16][c:17]([O:18][CH2:19][CH2:20][NH:21][C:29]([O:28][CH2:26][CH3:27])=[O:30])[cH:22][cH:23]2)[cH:24][cH:25]1. RXN SMILES: [C:1]([C@H:4]1[CH2:12][CH2:11][C@H:10]2[C@H:13]3[C@H:23]([CH2:24][CH2:25][C@:5]12[CH2:6]C(O)=O)[C@:21]1([CH3:22])[C:16](=[CH:17][C:18](=[O:26])[CH2:19][CH2:20]1)[N:15](C(C)(C)C)[CH2:14]3)(O)=[O:2].N1C=CC=CC=1.S(Cl)(Cl)=O.[CH2:41]([Mg]Br)[CH:42]([CH3:44])[CH3:43]>C1(C)C=CC=CC=1.CN(C)C=O>[O:2]=[C:1]([C@H:4]1[CH2:12][CH2:11][C@H:10]2[C@H:13]3[C@H:23]([CH2:24][CH2:25][C@:5]12[CH3:6])[C@:21]1([CH3:22])[C:16](=[CH:17][C:18](=[O:26])[CH2:19][CH2:20]1)[NH:15][CH2:14]3)[CH2:41][CH:42]([CH3:44])[CH3:43]. The solvent is CN(C=O)C (dimethylformamide), C1(=CC=CC=C1)C (toluene). Yields the product O=C(CC(C)C)[C@@H]1[C@]2(C)[C@@H](CC1)[C@@H]1CNC3=CC(CC[C@]3(C)[C@H]1CC2)=O (17β-(1-oxo-3-methylbutyl)-6-azaandrost-4-en-3-one). Procedure: Alternatively, a solution of 17β-carboxy-6-t-butylcarboxy-6-azaandrost-4-en-3-one (260 mg, 0.62 mmol), example 3, Part F, is dissolved in toluene (10 mL) and treated with pyridine (3 eq) and catalytic dimethylformamide, cooled to 0° C., and thionyl chloride added (80 μL, 1.10 mmol). The reaction is then allowed to warm to room temperature and is stirred for 1 hr. The solids are then removed by filtration, the solution concentrated, the resulting crude acid chloride dissolved in THF (6 mL), CuL a... Reactants: N1=CC=CC=C1 (pyridine), C(C(C)C)[Mg]Br (isobutylmagnesium bromide), C(=O)(O)[C@@H]1[C@]2(CC(=O)O)[C@@H](CC1)[C@@H]1CN(C3=CC(CC[C@]3(C)[C@H]1CC2)=O)C(C)(C)C (17β-carboxy-6-t-butylcarboxy-6-azaandrost-4-en-3-one), S(=O)(Cl)Cl (thionyl chloride). Reaction conditions: temperature 0 celsius, time 1 hour. The reactants are 256, [N+](=O)([O-])C=1C=CC(=C(C1)C)OCCCC (butyl (5-nitro-o-tolyl) ether), C(C1=CC=CC=C1)(=O)OOC(C1=CC=CC=C1)=O (benzoyl peroxide), C(Cl)(Cl)(Cl)Cl (carbon tetrachloride), 213.6, BrN1C(CCC1=O)=O (N-bromosuccinimide), C(C1=CC=CC=C1)(=O)OOC(C1=CC=CC=C1)=O (benzoyl peroxide). Solvent: O (water). Run at time 8 hour. The product is 189.7, C(CCC)OCCCC (butyl ether). RXN SMILES: [N+]([C:4]1[CH:5]=[CH:6][C:7]([O:11][CH2:12][CH2:13][CH2:14][CH3:15])=C(C)C=1)([O-])=O.C(OOC(=O)C1C=CC=CC=1)(=O)C1C=CC=CC=1.C(Cl)(Cl)(Cl)Cl.BrN1C(=O)CCC1=O>O>[CH2:7]([O:11][CH2:12][CH2:13][CH2:14][CH3:15])[CH2:6][CH2:5][CH3:4]. Procedure: To a stirred and gently refluxing mixture of 256 parts of butyl (5-nitro-o-tolyl) ether, 1 part of benzoyl peroxide and 4800 parts of anhydrous carbon tetrachloride is added, over a one-day period, a mixture of 213.6 parts of N-bromosuccinimide and 1 part of benzoyl peroxide. Upon completion, stirring at gentle reflux is continued overnight. The reaction mixture is cooled and water is added. The organic layer is separated, washed with water, dried, filtered and evaporated. The oily residue is cr... Reactants: NC1=C2C=CN(C(C2=CC=C1)=O)[C@@H](COC(C)=O)C (acetic acid (R)-2-(5-amino-1-oxo-1H-isoquinolin-2-yl)-propyl ester), C(Cl)(Cl)(Cl)Cl (carbon tetrachloride), ClN1C(CCC1=O)=O (N-chlorosuccinimide), CN(C=O)C (N,N-dimethylformamide). The solvent is ClCCl (dichloromethane). Run at temperature 60 celsius, time 15 minute. Yields the product C(C)(=O)OC[C@@H](C)N1C(C2=CC=C(C(=C2C=C1)N)Cl)=O ((R)-2-(5-amino-6-chloro-1-oxoisoquinolin-2(1H)-yl)propyl acetate). Reaction SMILES: [NH2:1][C:2]1[CH:11]=[CH:10][CH:9]=[C:8]2[C:3]=1[CH:4]=[CH:5][N:6]([C@H:13]([CH3:19])[CH2:14][O:15][C:16](=[O:18])[CH3:17])[C:7]2=[O:12].C(Cl)(Cl)(Cl)[Cl:21].ClN1C(=O)CCC1=O.CN(C)C=O>ClCCl>[C:16]([O:15][CH2:14][C@H:13]([N:6]1[CH:5]=[CH:4][C:3]2[C:8](=[CH:9][CH:10]=[C:11]([Cl:21])[C:2]=2[NH2:1])[C:7]1=[O:12])[CH3:19])(=[O:18])[CH3:17]. Procedure details: To a solution of acetic acid (R)-2-(5-amino-1-oxo-1H-isoquinolin-2-yl)-propyl ester (20 g, 0.07 mol) in carbon tetrachloride (400 mL, 4 mol) at 60° C. was added a solution of N-chlorosuccinimide (11 g, 0.082 mol) in N,N-dimethylformamide (140 mL, 1.8 mol) in 50 minutes. The mixture was stirred at 60° C. for an additional 15 minutes. The cooled mixture was diluted with dichloromethane (400 mL), washed with sodium bicarbonate (100 mL×3), and concentrated under reduced pressure. The mixture was pur...